Dataset: the Open Reaction Database (ORD), a public repository of structured organic reaction records. Task: describe an organic reaction: reactants, conditions, products, and yield Reactants: Cl.NN=CC1=CC=C(C=C1)C1=NOC2(C1)CCN(CC2)CCCC(=O)OCC (Ethyl 4-(3-(4-(Aminoiminomethyl)phenyl)-1-oxa-2,8-diaza-spiro[4.5]dec-2-en-8-yl)butanoate Hydrochloride). The solvent is C(C)O (ethanol), [OH-].[Na+] (sodium hydroxide). Yields the product NN=CC1=CC=C(C=C1)C1=NOC2(C1)CCN(CC2)CCCC(=O)O (4-(3-(4-(Aminoiminomethyl)phenyl)-1-oxa-2,8-diaza-spiro[4.5]dec-2-en-8-yl)butanoic Acid). As a reaction SMILES: Cl.[NH2:2][N:3]=[CH:4][C:5]1[CH:10]=[CH:9][C:8]([C:11]2[CH2:15][C:14]3([CH2:20][CH2:19][N:18]([CH2:21][CH2:22][CH2:23][C:24]([O:26]CC)=[O:25])[CH2:17][CH2:16]3)[O:13][N:12]=2)=[CH:7][CH:6]=1>C(O)C.[OH-].[Na+]>[NH2:2][N:3]=[CH:4][C:5]1[CH:10]=[CH:9][C:8]([C:11]2[CH2:15][C:14]3([CH2:16][CH2:17][N:18]([CH2:21][CH2:22][CH2:23][C:24]([OH:26])=[O:25])[CH2:19][CH2:20]3)[O:13][N:12]=2)=[CH:7][CH:6]=1 |f:0.1,3.4|. Procedure details: 0.28 g (0.685 mmol) of the ethyl ester from Example 7 were hydrolized in a mixture of 4 ml ethanol and 0.9 ml 2 N aqueous sodium hydroxide solution according to the procedure from Example 6. The title acid crystallized from water/ethanol 1:2, and it was filtered and dried in vacuo. Reactants: ClCCNC(=O)N(C1[C@H](O)[C@@H](O)[C@@H](O)[C@H](O1)CO)CCC(C)C (1-(2-chloroethyl)-3-isopentyl-3-D-galactopyranosylurea), C([O-])([O-])=O.[Na+].[Na+] (sodium carbonate), [N+](=O)([N+](=O)[O-])[O-] (nitrogen tetroxide). Run in O1CCCC1 (tetrahydrofuran), C(Cl)Cl (methylene chloride). Yields the product ClCCN(C(=O)N(C1[C@H](O)[C@@H](O)[C@@H](O)[C@H](O1)CO)CCC(C)C)N=O (1-(2-chloroethyl)-1-nitroso-3-isopentyl-3-D-galactopyranosylurea). The yield is 68.7%. Reaction SMILES: [Cl:1][CH2:2][CH2:3][NH:4][C:5]([N:7]([CH2:19][CH2:20][CH:21]([CH3:23])[CH3:22])[CH:8]1[O:16][C@H:15]([CH2:17][OH:18])[C@H:13]([OH:14])[C@H:11]([OH:12])[C@H:9]1[OH:10])=[O:6].C(=O)([O-])[O-].[Na+].[Na+].[N+:30]([O-])([N+]([O-])=O)=[O:31]>O1CCCC1.C(Cl)Cl>[Cl:1][CH2:2][CH2:3][N:4]([N:30]=[O:31])[C:5]([N:7]([CH2:19][CH2:20][CH:21]([CH3:23])[CH3:22])[CH:8]1[O:16][C@H:15]([CH2:17][OH:18])[C@H:13]([OH:14])[C@H:11]([OH:12])[C@H:9]1[OH:10])=[O:6] |f:1.2.3|. Procedure: 3.5 g of 1-(2-chloroethyl)-3-isopentyl-3-D-galactopyranosylurea are dissolved in a mixture of 80 ml of tetrahydrofuran and 80 ml of methylene chloride, and 15 g of sodium carbonate anhydrate are added thereto. 5 g of nitrogen tetroxide gas are introduced into the mixture for 10 minutes under ice-cooling. The mixture is treated in the same manner as described in Example 2. 2.6 g of 1-(2-chloroethyl)-1-nitroso-3-isopentyl-3-D-galactopyranosylurea are thereby obtained as yellow caramel.